Dataset: the Open Reaction Database (ORD), a public repository of structured organic reaction records. Task: describe an organic reaction: reactants, conditions, products, and yield The reactants are 2g, C12C(C(CC(C1(C)C)C2)C(=O)Cl)C ((+)-pinane-3-carboxylic acid chloride), N (ammonia). The product is C12C(C(CC(C1(C)C)C2)C(=O)N)C ((+)-Pinane-3-carboxylic acid amide). RXN SMILES: [CH:1]12[CH2:9][CH:5]([C:6]1([CH3:8])[CH3:7])[CH2:4][CH:3]([C:10](Cl)=[O:11])[CH:2]2[CH3:13].[NH3:14]>>[CH:1]12[CH2:9][CH:5]([C:6]1([CH3:8])[CH3:7])[CH2:4][CH:3]([C:10]([NH2:14])=[O:11])[CH:2]2[CH3:13]. Procedure: 2g of (+)-pinane-3-carboxylic acid chloride are mixed with concentrated aqueous ammonia solution; the corresponding carboxylic acid amide precipitates and is filtered off and dried. It melts at 131° C and has an optical rotation of [α]D24 = +22.4° (c = 1, methanol).